Dataset: the Open Reaction Database (ORD), a public repository of structured organic reaction records. Task: describe an organic reaction: reactants, conditions, products, and yield Starting materials: CC1=C(C=CC(=C1)F)N1C=CC=2C(=NC=3C(=CC=CC3C21)OCC(F)(F)F)Cl (1-(2-Methyl-4-fluorophenyl)-4-chloro-6-β,β,β-trifluoroethoxypyrrolo[3,2-c]quinoline), CN (methylamine). Conditions: temperature 180 celsius. Product: CC1=C(C=CC(=C1)F)N1C=CC=2C(=NC=3C(=CC=CC3C21)OCC(F)(F)F)NC (1-(2-methyl-4-fluorophenyl)-4-methylamino-6-β,β,β-trifluoroethoxypyrrolo[3,2-c]quinoline). RXN SMILES: [CH3:1][C:2]1[CH:7]=[C:6]([F:8])[CH:5]=[CH:4][C:3]=1[N:9]1[C:21]2[C:20]3[CH:19]=[CH:18][CH:17]=[C:16]([O:22][CH2:23][C:24]([F:27])([F:26])[F:25])[C:15]=3[N:14]=[C:13](Cl)[C:12]=2[CH:11]=[CH:10]1.[CH3:29][NH2:30]>>[CH3:1][C:2]1[CH:7]=[C:6]([F:8])[CH:5]=[CH:4][C:3]=1[N:9]1[C:21]2[C:20]3[CH:19]=[CH:18][CH:17]=[C:16]([O:22][CH2:23][C:24]([F:27])([F:26])[F:25])[C:15]=3[N:14]=[C:13]([NH:30][CH3:29])[C:12]=2[CH:11]=[CH:10]1. Procedure: 1-(2-Methyl-4-fluorophenyl)-4-chloro-6-β,β,β-trifluoroethoxypyrrolo[3,2-c]quinoline(970 mg, 2.4 mmol) was dissolved in aqueous solution of methylamine(40%, 10 ml) in the pressure tube, and the resultant was refluxed at 180° C. for 3 hours. After removing the solvent by distillation under reduced pressure, the residue was diluted in dichloromethane(20 ml), and washed with water(15 ml) for 3 times. The organic layer was dried over anhydrous magnesium sulfate, filtered, and concentrated under reduc... Starting materials: Nc1ccc(Br)cc1, CCN(C(C)C)C(C)C, Cl, O=C(Cl)C1CN2CCC1CC2, CN(C)C=O. Yields the product Cl, O=C(Nc1ccc(Br)cc1)C1CN2CCC1CC2. As a reaction SMILES: [Br:13][c:14]1[cH:15][cH:16][c:17]([NH2:18])[cH:19][cH:20]1.[CH:21]([N:22]([CH2:23][CH3:24])[CH:25]([CH3:26])[CH3:27])([CH3:28])[CH3:29].[ClH:1].[N:2]12[CH2:3][CH:4]([C:10](=[O:11])[Cl:12])[CH:5]([CH2:6][CH2:7]1)[CH2:8][CH2:9]2.[O:30]=[CH:31][N:32]([CH3:33])[CH3:34]>>[ClH:12].[N:2]12[CH2:3][CH:4]([C:10](=[O:11])[NH:18][c:17]3[cH:16][cH:15][c:14]([Br:13])[cH:20][cH:19]3)[CH:5]([CH2:6][CH2:7]1)[CH2:8][CH2:9]2. Reactants: COc1c2c(c(N(C(C)=O)C(C)=O)n(C)c1=O)CCN(Cc1ccc(F)cc1)C2=O, C[O-], CO, Cl, [Na+]. Product: COc1c2c(c(NC(C)=O)n(C)c1=O)CCN(Cc1ccc(F)cc1)C2=O. As a reaction SMILES: [C:1]([CH3:2])(=[O:3])[N:4]([C:5](=[O:6])[CH3:7])[c:8]1[n:9]([CH3:30])[c:10](=[O:29])[c:11]([O:27][CH3:28])[c:12]2[c:17]1[CH2:16][CH2:15][N:14]([CH2:18][c:19]1[cH:20][cH:21][c:22]([F:25])[cH:23][cH:24]1)[C:13]2=[O:26].[CH3:31][O-:32].[CH3:35][OH:36].[ClH:34].[Na+:33]>>[C:1]([CH3:2])(=[O:3])[NH:4][c:8]1[n:9]([CH3:30])[c:10](=[O:29])[c:11]([O:27][CH3:28])[c:12]2[c:17]1[CH2:16][CH2:15][N:14]([CH2:18][c:19]1[cH:20][cH:21][c:22]([F:25])[cH:23][cH:24]1)[C:13]2=[O:26]. Starting materials: Cl.NCC1=C(C=C(C#N)C=C1F)F (4-aminomethyl-3,5-difluoro-benzonitrile hydrochloride), FC1=C(C(=CC(=C1)OC)F)C(C(=O)O)OCC ((RS)-(2,6-difluoro-4-methoxy-phenyl)-ethoxy-acetic acid). The product is C(#N)C1=CC(=C(CNC(C(OCC)C2=C(C=C(C=C2F)OC)F)=O)C(=C1)F)F ((RS)-N-(4-cyano-2,6-difluoro-benzyl)-2-(2,6-difluoro-4-methoxy-phenyl)-2-ethoxy-acetamide). RXN SMILES: Cl.[NH2:2][CH2:3][C:4]1[C:11]([F:12])=[CH:10][C:7]([C:8]#[N:9])=[CH:6][C:5]=1[F:13].[F:14][C:15]1[CH:20]=[C:19]([O:21][CH3:22])[CH:18]=[C:17]([F:23])[C:16]=1[CH:24]([O:28][CH2:29][CH3:30])[C:25](O)=[O:26]>>[C:8]([C:7]1[CH:6]=[C:5]([F:13])[C:4]([CH2:3][NH:2][C:25](=[O:26])[CH:24]([C:16]2[C:15]([F:14])=[CH:20][C:19]([O:21][CH3:22])=[CH:18][C:17]=2[F:23])[O:28][CH2:29][CH3:30])=[C:11]([F:12])[CH:10]=1)#[N:9] |f:0.1|. Procedure: According to general procedure C 4-aminomethyl-3,5-difluoro-benzonitrile hydrochloride was reacted with (RS)-(2,6-difluoro-4-methoxy-phenyl)-ethoxy-acetic acid (example 101.3) give to (RS)-N-(4-cyano-2,6-difluoro-benzyl)-2-(2,6-difluoro-4-methoxy-phenyl)-2-ethoxy-acetamide. Off-white solid. MS 397.1 ([M+H]+)